The task is: describe an organic reaction: reactants, conditions, products, and yield. This data is from the Open Reaction Database (ORD), a public repository of structured organic reaction records. Reactants: C(C)(C)(C)OC(=O)N(CCOC=1C=C(C(=O)O)C=C(C1)Cl)C1=CC=NC=C1 (3-[2-(tert-butoxycarbonyl-pyridin-4-yl-amino)-ethoxy]-5-chloro-benzoic acid), CCN(C(C)C)C(C)C (DIPEA), C(C)(C)NC(C)C (diisopropylamine), C(C(=O)Cl)(=O)Cl (oxalyl chloride). Reagents/catalysts: CN(C)C=1C=CN=CC1 (DMAP). Solvent: O1CCCC1 (tetrahydrofuran), CN(C)C=O (DMF). The product is C(C)(C)(C)OC(N(C1=CC=NC=C1)CCOC1=CC(=CC(=C1)C(N(C(C)C)C(C)C)=O)Cl)=O ({2-[3-Chloro-5-(diisopropylcarbamoyl)-phenoxy]-ethyl}-pyridin-4-yl-carbamic acid tert-butyl ester). Reaction SMILES: [C:1]([O:5][C:6]([N:8]([C:22]1[CH:27]=[CH:26][N:25]=[CH:24][CH:23]=1)[CH2:9][CH2:10][O:11][C:12]1[CH:13]=[C:14]([CH:18]=[C:19]([Cl:21])[CH:20]=1)[C:15](O)=[O:16])=[O:7])([CH3:4])([CH3:3])[CH3:2].C(Cl)(=O)C(Cl)=O.CC[N:36]([CH:40]([CH3:42])[CH3:41])[CH:37]([CH3:39])[CH3:38].C(NC(C)C)(C)C>O1CCCC1.CN(C1C=CN=CC=1)C.CN(C=O)C>[C:1]([O:5][C:6](=[O:7])[N:8]([CH2:9][CH2:10][O:11][C:12]1[CH:13]=[C:14]([C:15](=[O:16])[N:36]([CH:40]([CH3:42])[CH3:41])[CH:37]([CH3:39])[CH3:38])[CH:18]=[C:19]([Cl:21])[CH:20]=1)[C:22]1[CH:27]=[CH:26][N:25]=[CH:24][CH:23]=1)([CH3:4])([CH3:3])[CH3:2]. Procedure details: To a suspension of 3-[2-(tert-butoxycarbonyl-pyridin-4-yl-amino)-ethoxy]-5-chloro-benzoic acid (0.10 g) in tetrahydrofuran (5 ml) was added DMF (0.005 ml) and oxalyl chloride (0.175 ml). After 0.5 h DIPEA (0.13 ml), diisopropylamine (0.20 ml) and DMAP (0.002 g) were added. After 18 h the mixture was partitioned between ethyl acetate and saturated aqueous sodium bicarbonate solution. The combined organic phases were washed with brine and dried over magnesium sulphate. Filtration and evaporation g... Reactants: N (ammonia), C1(=CC=CC=C1)P(C1=CC=CC=C1)C1=CC=CC=C1 (triphenylphosphine), N(=[N+]=[N-])CCC1=C(OCCOC2CN(CCC2C2=CC=C(C=C2)OCCCOCC2=C(C=CC=C2)OC)C(=O)OC(C)(C)C)C=CC=C1 (tert-butyl 3-{2-[2-(2-azidoethyl)phenoxy]ethoxy}-4-{4-[3-(2-methoxybenzyloxy)propoxy]phenyl}piperidine-1-carboxylate). Run in CO (methanol), C(C)(=O)OCC (ethyl acetate), O1CCCC1 (tetrahydrofuran), O (water). Conditions: time 16 hour. The product is NCCC1=C(OCCOC2CN(CCC2C2=CC=C(C=C2)OCCCOCC2=C(C=CC=C2)OC)C(=O)OC(C)(C)C)C=CC=C1 (tert-Butyl 3-{2-[2-(2-aminoethyl)phenoxy]ethoxy}-4-{4-[3-(2-methoxybenzyloxy)propoxy]phenyl}piperidine-1-carboxylate), SiO2. As a reaction SMILES: [N:1]([CH2:4][CH2:5][C:6]1[CH:48]=[CH:47][CH:46]=[CH:45][C:7]=1[O:8][CH2:9][CH2:10][O:11][CH:12]1[CH:17]([C:18]2[CH:23]=[CH:22][C:21]([O:24][CH2:25][CH2:26][CH2:27][O:28][CH2:29][C:30]3[CH:35]=[CH:34][CH:33]=[CH:32][C:31]=3[O:36][CH3:37])=[CH:20][CH:19]=2)[CH2:16][CH2:15][N:14]([C:38]([O:40][C:41]([CH3:44])([CH3:43])[CH3:42])=[O:39])[CH2:13]1)=[N+]=[N-].N.C1(P(C2C=CC=CC=2)C2C=CC=CC=2)C=CC=CC=1>O1CCCC1.O.CO.C(OCC)(=O)C>[NH2:1][CH2:4][CH2:5][C:6]1[CH:48]=[CH:47][CH:46]=[CH:45][C:7]=1[O:8][CH2:9][CH2:10][O:11][CH:12]1[CH:17]([C:18]2[CH:19]=[CH:20][C:21]([O:24][CH2:25][CH2:26][CH2:27][O:28][CH2:29][C:30]3[CH:35]=[CH:34][CH:33]=[CH:32][C:31]=3[O:36][CH3:37])=[CH:22][CH:23]=2)[CH2:16][CH2:15][N:14]([C:38]([O:40][C:41]([CH3:43])([CH3:44])[CH3:42])=[O:39])[CH2:13]1. Reported procedure: A solution of 2.85 g of tert-butyl 3-{2-[2-(2-azidoethyl)phenoxy]ethoxy}-4-{4-[3-(2-methoxybenzyloxy)propoxy]phenyl}piperidine-1-carboxylate in 12.5 ml of tetrahydrofuran and 2.5 ml of water is admixed at room temperature with a solution of 1.2 ml of 25% conc. ammonia in 11.2 ml of methanol. After 1.7 g of triphenylphosphine have been added, the reaction mixture is stirred at room temperature over 16 hours. The mixture is diluted with ethyl acetate and washed with semisaturated aqueous sodium hy... Reactants: ClC1=CC=C(C=C1)C1=NNC=C1 (3-(4-chlorophenyl)-1H-pyrazole), ClCl (chlorine). Run in C(C)(=O)O (acetic acid). The product is ClC=1C(=NNC1)C1=CC=C(C=C1)Cl (4-chloro-3-(4-chlorophenyl)-1H-pyrazole). The yield is 33.3%. Reaction SMILES: [Cl:1][C:2]1[CH:7]=[CH:6][C:5]([C:8]2[CH:12]=[CH:11][NH:10][N:9]=2)=[CH:4][CH:3]=1.[Cl:13]Cl>C(O)(=O)C>[Cl:13][C:12]1[C:8]([C:5]2[CH:4]=[CH:3][C:2]([Cl:1])=[CH:7][CH:6]=2)=[N:9][NH:10][CH:11]=1. Reported procedure: 1.0 g (0.006 mol) of 3-(4-chlorophenyl)-1H-pyrazole are dissolved, at room temperature and with stirring, in 20 ml of acetic acid. 0.5 g (0.007 mol) of chlorine is then introduced into the reaction mixture. The white precipitate formed is filtered, washed with water and heptane and then chromatographed on a silica column (eluent 70/30 heptane/ethyl acetate). 0.7 g (0.002 mol) (yield: 58%, melting point: 158° C.) of 4-chloro-3-(4-chlorophenyl)-1H-pyrazole is obtained. Reactants: CC(=O)O[BH-](OC(C)=O)OC(C)=O, O=Cc1nc2c(N3CCOCC3)nc(Cl)nc2n1C1CCCCO1, O=C1CN(C2CNC2)CCN1, [Na+], CN(C)C=O. The product is O=C1CN(C2CN(Cc3nc4c(N5CCOCC5)nc(Cl)nc4n3C3CCCCO3)C2)CCN1. Reaction SMILES: [C:36]([O:37][BH-:38]([O:39][C:40](=[O:41])[CH3:42])[O:43][C:44](=[O:45])[CH3:46])(=[O:47])[CH3:48].[Cl:1][c:2]1[n:3][c:4]([N:19]2[CH2:20][CH2:21][O:22][CH2:23][CH2:24]2)[c:5]2[n:6][c:7]([CH:17]=[O:18])[n:8]([CH:11]3[O:12][CH2:13][CH2:14][CH2:15][CH2:16]3)[c:9]2[n:10]1.[NH:25]1[CH2:26][CH:27]([N:29]2[CH2:30][C:31](=[O:35])[NH:32][CH2:33][CH2:34]2)[CH2:28]1.[Na+:49].[O:50]=[CH:51][N:52]([CH3:53])[CH3:54]>>[Cl:1][c:2]1[n:3][c:4]([N:19]2[CH2:20][CH2:21][O:22][CH2:23][CH2:24]2)[c:5]2[n:6][c:7]([CH2:17][N:25]3[CH2:26][CH:27]([N:29]4[CH2:30][C:31](=[O:35])[NH:32][CH2:33][CH2:34]4)[CH2:28]3)[n:8]([CH:11]3[O:12][CH2:13][CH2:14][CH2:15][CH2:16]3)[c:9]2[n:10]1.